This data is from the Open Reaction Database (ORD), a public repository of structured organic reaction records. The task is: describe an organic reaction: reactants, conditions, products, and yield Run at temperature 90 celsius, time 30 minute. The reactants are ClCCCCC(=O)C=1C=CC(=C(C1)S(=O)(=S)N)C (5-(5-chlorovaleryl)-2-methylthio-benzenesulfonamide), COC1=C(C=CC=C1)N1CCNCC1 (1-(2-methoxyphenyl)piperazine), C([O-])([O-])=O.[Na+].[Na+] (sodium carbonate), CS(=O)C (dimethyl sulfoxide). Run in C(C)(=O)OCC (ethyl acetate), O (water). RXN SMILES: Cl[CH2:2][CH2:3][CH2:4][CH2:5][C:6]([C:8]1[CH:9]=[CH:10][C:11]([CH3:18])=[C:12]([S:14]([NH2:17])(=[S:16])=[O:15])[CH:13]=1)=[O:7].[CH3:19][O:20][C:21]1[CH:26]=[CH:25][CH:24]=[CH:23][C:22]=1[N:27]1[CH2:32][CH2:31][NH:30][CH2:29][CH2:28]1.C(=O)([O-])[O-].[Na+].[Na+].CS(C)=O>C(OCC)(=O)C.O>[CH3:19][O:20][C:21]1[CH:26]=[CH:25][CH:24]=[CH:23][C:22]=1[N:27]1[CH2:32][CH2:31][N:30]([CH2:2][CH2:3][CH2:4][CH2:5][C:6]([C:8]2[CH:9]=[CH:10][C:11]([CH3:18])=[C:12]([S:14]([NH2:17])(=[S:16])=[O:15])[CH:13]=2)=[O:7])[CH2:29][CH2:28]1 |f:2.3.4|. Yields the product COC1=C(C=CC=C1)N1CCN(CC1)CCCCC(=O)C=1C=CC(=C(C1)S(=O)(=S)N)C (5-[5-[4-(2-methoxyphenyl)-1-piperazinyl]valeryl]-2-methylthio-benzenesulfonamide). Yield: 79.5%. Procedure: A mixture of 5 g of 5-(5-chlorovaleryl)-2-methylthio-benzenesulfonamide, 3.4 g of 1-(2-methoxyphenyl)piperazine, 2.0 g of sodium carbonate and 25 ml of dimethyl sulfoxide was heated at 90° C. for 6 hours while stirring. After the reaction was finished, 100 ml of water and 100 ml of ethyl acetate were added to the reaction mixture and the stirring was continued for 30 minutes to produce crystals. The thus-produced crystals was filtered off to obtain 6.0 g of the titled compound (yield: 80.5%).